The task is: describe an organic reaction: reactants, conditions, products, and yield. This data is from the Open Reaction Database (ORD), a public repository of structured organic reaction records. The reactants are O=C([O-])O, CC(C)CCO, CNCCO, Clc1ccncc1, Cl, [Na+]. Product: CN(CCO)c1ccncc1. As a reaction SMILES: [C:14](=[O:15])([OH:16])[O-:17].[CH2:19]([OH:20])[CH2:21][CH:22]([CH3:23])[CH3:24].[CH3:9][NH:10][CH2:11][CH2:12][OH:13].[Cl:2][c:3]1[cH:4][cH:5][n:6][cH:7][cH:8]1.[ClH:1].[Na+:18]>>[c:3]1([N:10]([CH3:9])[CH2:11][CH2:12][OH:13])[cH:4][cH:5][n:6][cH:7][cH:8]1. The reactants are [N-]=[N+]=[N-], [Na+], CN(C)C=O, Cc1ccc(S(=O)(=O)OCC2OC(n3ccc(=O)[nH]c3=O)CC2O)cc1. Product: [N-]=[N+]=NCC1OC(n2ccc(=O)[nH]c2=O)CC1O. RXN SMILES: [N-:27]=[N+:28]=[N-:29].[Na+:30].[O:31]=[CH:32][N:33]([CH3:34])[CH3:35].[S:1]([O:2][CH2:12][CH:13]1[CH:14]([OH:26])[CH2:15][CH:16]([n:18]2[c:19](=[O:20])[nH:21][c:22](=[O:23])[cH:24][cH:25]2)[O:17]1)([c:3]1[cH:4][cH:5][c:6]([CH3:7])[cH:8][cH:9]1)(=[O:10])=[O:11]>>[CH2:12]([CH:13]1[CH:14]([OH:26])[CH2:15][CH:16]([n:18]2[c:19](=[O:20])[nH:21][c:22](=[O:23])[cH:24][cH:25]2)[O:17]1)[N:27]=[N+:28]=[N-:29]. Product: C(C)(C)(C)OC(=O)N1C[C@H](C[C@H]1CO)OC1=C(C=CC(=C1)F)NC=1C2=C(N=CN1)SC(=C2C)C(=O)N (4-[2-((3S,5S)-1-tert-Butoxycarbonyl-5-hydroxymethyl-pyrrolidin-3-yloxy)-4-fluoro-phenylamino]-5-methyl-thieno[2,3-d]pyrimidine-6-carboxylic acid amide). The solvent is CO (methanol). Starting materials: C(C)(C)(C)OC(=O)N1C[C@H](C[C@H]1CO)OC1=C(C=CC(=C1)F)NC=1C2=C(N=CN1)SC(=C2C)C(=O)O (4-[2-((3S,5S)-1-tert-butoxycarbonyl-5-hydroxymethyl-pyrrolidin-3-yloxy)-4-fluoro-phenylamino]-5-methyl-thieno[2,3-d]pyrimidine-6-carboxylic acid), N (ammonia). RXN SMILES: [C:1]([O:5][C:6]([N:8]1[C@H:12]([CH2:13][OH:14])[CH2:11][C@H:10]([O:15][C:16]2[CH:21]=[C:20]([F:22])[CH:19]=[CH:18][C:17]=2[NH:23][C:24]2[C:25]3[C:32]([CH3:33])=[C:31]([C:34](O)=[O:35])[S:30][C:26]=3[N:27]=[CH:28][N:29]=2)[CH2:9]1)=[O:7])([CH3:4])([CH3:3])[CH3:2].[NH3:37]>CO>[C:1]([O:5][C:6]([N:8]1[C@H:12]([CH2:13][OH:14])[CH2:11][C@H:10]([O:15][C:16]2[CH:21]=[C:20]([F:22])[CH:19]=[CH:18][C:17]=2[NH:23][C:24]2[C:25]3[C:32]([CH3:33])=[C:31]([C:34]([NH2:37])=[O:35])[S:30][C:26]=3[N:27]=[CH:28][N:29]=2)[CH2:9]1)=[O:7])([CH3:4])([CH3:3])[CH3:2]. Reported procedure: Prepared analogously to example 1.4 from 4-[2-((3S,5S)-1-tert-butoxycarbonyl-5-hydroxymethyl-pyrrolidin-3-yloxy)-4-fluoro-phenylamino]-5-methyl-thieno[2,3-d]pyrimidine-6-carboxylic acid and ammonia in methanol. The reactants are O=C(CCC(=O)OCc1ccccc1)CCC(=O)OCc1ccccc1, C1CCOC1, C[Si](C)(C)[N-][Si](C)(C)C, [Na+], O. Product: C=C(CCC(=O)OCc1ccccc1)CCC(=O)OCc1ccccc1. As a reaction SMILES: [CH2:11]([c:12]1[cH:13][cH:14][cH:15][cH:16][cH:17]1)[O:18][C:19]([CH2:20][CH2:21][C:22]([CH2:23][CH2:24][C:25](=[O:26])[O:27][CH2:28][c:29]1[cH:30][cH:31][cH:32][cH:33][cH:34]1)=[O:35])=[O:36].[CH2:37]1[O:38][CH2:39][CH2:40][CH2:41]1.[CH3:2][Si:3]([N-:4][Si:5]([CH3:6])([CH3:7])[CH3:8])([CH3:9])[CH3:10].[Na+:1].[OH2:42]>>[CH2:2]=[C:22]([CH2:21][CH2:20][C:19]([O:18][CH2:11][c:12]1[cH:13][cH:14][cH:15][cH:16][cH:17]1)=[O:36])[CH2:23][CH2:24][C:25](=[O:26])[O:27][CH2:28][c:29]1[cH:30][cH:31][cH:32][cH:33][cH:34]1. Reactants: COC=1C=CC2=C(N(C(=N2)C2=CC=CC=C2)C2=C(C=CC=C2)C)C1 (6-Methoxy-1-(2-methylphenyl)-2-phenyl-1H-benzimidazole), crude product, COC(CCCCCBr)=O (6-bromohexanoic acid methyl ester). The product is COC(CCCCCOC=1C=CC2=C(N(C(=N2)C2=CC=CC=C2)C2=C(C=CC=C2)C)C1)=O (6-[[1-(2-Methylphenyl)-2-phenyl-1H-benzimidazol-6-yl]oxy]hexanoic acid methyl ester). RXN SMILES: [CH3:1][O:2][C:3]1[CH:4]=[CH:5][C:6]2[N:10]=[C:9]([C:11]3[CH:16]=[CH:15][CH:14]=[CH:13][CH:12]=3)[N:8]([C:17]3[CH:22]=[CH:21][CH:20]=[CH:19][C:18]=3[CH3:23])[C:7]=2[CH:24]=1.[CH3:25][O:26][C:27](=[O:34])[CH2:28][CH2:29][CH2:30][CH2:31]CBr>>[CH3:25][O:26][C:27](=[O:34])[CH2:28][CH2:29][CH2:30][CH2:31][CH2:1][O:2][C:3]1[CH:4]=[CH:5][C:6]2[N:10]=[C:9]([C:11]3[CH:12]=[CH:13][CH:14]=[CH:15][CH:16]=3)[N:8]([C:17]3[CH:22]=[CH:21][CH:20]=[CH:19][C:18]=3[CH3:23])[C:7]=2[CH:24]=1. Reported procedure: 6-Methoxy-1-(2-methylphenyl)-2-phenyl-1H-benzimidazole was reacted according to general operating instructions 6. The crude product was reacted with 6-bromohexanoic acid methyl ester according to general operating instructions 8. Reactants: ClC1(C(NC2=CC=C(C=C12)Cl)=O)C1=C(C=CC=C1)OC (3,5-dichloro-3-(2-methoxyphenyl)-1,3-dihydro-2H-indol-2-one), FC(C(=O)O)(F)F.NC1(CCCCC1)C(=O)N(C)C (1-amino-N,N-dimethyl cyclohexane carboxamide trifluoroacetate). Yields the product ClC=1C=C2C(C(NC2=CC1)=O)(C1=C(C=CC=C1)OC)NC1(CCCCC1)C(=O)N(C)C (1-{[5-chloro-3-(2-methoxyphenyl)-2-oxo-2,3-dihydro-1H-indol-3-yl]amino}-N,N-dimethyl cyclohexane carboxamide). RXN SMILES: Cl[C:2]1([C:13]2[CH:18]=[CH:17][CH:16]=[CH:15][C:14]=2[O:19][CH3:20])[C:10]2[C:5](=[CH:6][CH:7]=[C:8]([Cl:11])[CH:9]=2)[NH:4][C:3]1=[O:12].FC(F)(F)C(O)=O.[NH2:28][C:29]1([C:35]([N:37]([CH3:39])[CH3:38])=[O:36])[CH2:34][CH2:33][CH2:32][CH2:31][CH2:30]1>>[Cl:11][C:8]1[CH:9]=[C:10]2[C:5](=[CH:6][CH:7]=1)[NH:4][C:3](=[O:12])[C:2]2([NH:28][C:29]1([C:35]([N:37]([CH3:39])[CH3:38])=[O:36])[CH2:34][CH2:33][CH2:32][CH2:31][CH2:30]1)[C:13]1[CH:18]=[CH:17][CH:16]=[CH:15][C:14]=1[O:19][CH3:20] |f:1.2|. Reported procedure: With 0.72 g of 3,5-dichloro-3-(2-methoxyphenyl)-1,3-dihydro-2H-indol-2-one and the compound obtained in Step 75-3 (2.55 mmol, crude form) as starting materials, 0.24 g of the title compound (pale yellow solid) was obtained by a similar method to Step 4-2. The reactants are [Cl-].O[NH3+] (hydroxylammonium chloride), C(O)([O-])=O.[Na+] (sodium hydrogencarbonate), N,N′-carbonyldiimidazole, N12CCCCCC2=NCCC1 (1,8-diazabicyclo[5.4.0]undec-7-ene), C1(CC1)C1=CC2=C(N(C(N(C2=O)CC(=O)C2=C(C=C(C=C2)F)OC)=O)CC2=CC=C(C=C2)C=2C(=CC=CC2)C#N)S1 (4′-{[6-cyclopropyl-3-[2-(4-fluoro-2-methoxyphenyl)-2-oxoethyl]-2,4-dioxo-3,4-dihydrothieno[2,3-d]pyrimidin-1(2H)-yl]methyl}biphenyl-2-carbonitrile). Solvent: C(Cl)(Cl)Cl (chloroform), CS(=O)C (dimethyl sulfoxide), C(Cl)Cl (methylene chloride), C(Cl)(Cl)Cl (chloroform). Run at temperature 40 celsius, time 30 minute. The product is C1(CC1)C1=CC2=C(N(C(N(C2=O)CC(=O)C2=C(C=C(C=C2)F)OC)=O)CC2=CC=C(C=C2)C2=C(C=CC=C2)C2=NOC(N2)=O)S1 (6-cyclopropyl-3-[2-(4-fluoro-2-methoxyphenyl)-2-oxoethyl]-1-{[2′-(5-oxo-4,5-dihydro-1,2,4-oxadiazol-3-yl)biphenyl-4-yl]methyl}thieno[2,3-d]pyrimidine-2,4(1H,3H)-dione). Isolated yield 15.0%. Reaction SMILES: [Cl-].O[NH3+].[C:4](=[O:7])([O-])[OH:5].[Na+].[CH:9]1([C:12]2[S:49][C:15]3[N:16]([CH2:34][C:35]4[CH:40]=[CH:39][C:38]([C:41]5[C:42]([C:47]#[N:48])=[CH:43][CH:44]=[CH:45][CH:46]=5)=[CH:37][CH:36]=4)[C:17](=[O:33])[N:18]([CH2:21][C:22]([C:24]4[CH:29]=[CH:28][C:27]([F:30])=[CH:26][C:25]=4[O:31][CH3:32])=[O:23])[C:19](=[O:20])[C:14]=3[CH:13]=2)[CH2:11][CH2:10]1.[N:50]12CCCN=C1CCCCC2>C(Cl)(Cl)Cl.C(Cl)Cl.CS(C)=O>[CH:9]1([C:12]2[S:49][C:15]3[N:16]([CH2:34][C:35]4[CH:40]=[CH:39][C:38]([C:41]5[CH:46]=[CH:45][CH:44]=[CH:43][C:42]=5[C:47]5[NH:50][C:4](=[O:7])[O:5][N:48]=5)=[CH:37][CH:36]=4)[C:17](=[O:33])[N:18]([CH2:21][C:22]([C:24]4[CH:29]=[CH:28][C:27]([F:30])=[CH:26][C:25]=4[O:31][CH3:32])=[O:23])[C:19](=[O:20])[C:14]=3[CH:13]=2)[CH2:11][CH2:10]1 |f:0.1,2.3|. Procedure: A mixture of hydroxylammonium chloride (1.15 g), sodium hydrogencarbonate (2.09 g) and dimethyl sulfoxide (20 mL) was stirred at 40° C. for 30 min, 4′-{[6-cyclopropyl-3-[2-(4-fluoro-2-methoxyphenyl)-2-oxoethyl]-2,4-dioxo-3,4-dihydrothieno[2,3-d]pyrimidin-1(2H)-yl]methyl}biphenyl-2-carbonitrile (0.94 g) was added, and the mixture was stirred at 90° C. for 16 hr. The reaction mixture was diluted with chloroform, washed successively with water and saturated brine, and dried over anhydrous magnesium...